Dataset: the Open Reaction Database (ORD), a public repository of structured organic reaction records. Task: describe an organic reaction: reactants, conditions, products, and yield Reactants: Brc1ccccc1, CC1CCC(N(CCC#Cc2ccc(S(C)(=O)=O)cc2)C(=O)Nc2ncc(SCC(=O)O)s2)CC1. Yields the product CC1CCC(N(CCC#Cc2ccccc2)C(=O)Nc2ncc(SCC(=O)O)s2)CC1. Reaction SMILES: [Br:36][c:37]1[cH:38][cH:39][cH:40][cH:41][cH:42]1.[CH3:1][S:2](=[O:3])(=[O:4])[c:5]1[cH:6][cH:7][c:8]([C:11]#[C:12][CH2:13][CH2:14][N:15]([C:16]([NH:17][c:18]2[s:19][c:20]([S:23][CH2:24][C:25](=[O:26])[OH:27])[cH:21][n:22]2)=[O:28])[CH:29]2[CH2:30][CH2:31][CH:32]([CH3:35])[CH2:33][CH2:34]2)[cH:9][cH:10]1>>[cH:5]1[cH:6][cH:7][c:8]([C:11]#[C:12][CH2:13][CH2:14][N:15]([C:16]([NH:17][c:18]2[s:19][c:20]([S:23][CH2:24][C:25](=[O:26])[OH:27])[cH:21][n:22]2)=[O:28])[CH:29]2[CH2:30][CH2:31][CH:32]([CH3:35])[CH2:33][CH2:34]2)[cH:9][cH:10]1.